This data is from the Open Reaction Database (ORD), a public repository of structured organic reaction records. The task is: describe an organic reaction: reactants, conditions, products, and yield The reactants are Brc1cccc(Nc2ncnc3cc4c(cc23)OCCOCCOCCO4)c1, O=C([O-])[O-], C#C[Si](C)(C)C, [Cu]I, [K+], [K+], CN(C)C=O, [Pd], c1ccc(P(c2ccccc2)c2ccccc2)cc1, c1ccc(P(c2ccccc2)c2ccccc2)cc1, c1ccc(P(c2ccccc2)c2ccccc2)cc1, c1ccc(P(c2ccccc2)c2ccccc2)cc1. Product: C#Cc1cccc(Nc2ncnc3cc4c(cc23)OCCOCCOCCO4)c1. Reaction SMILES: [Br:1][c:2]1[cH:3][c:4]([NH:8][c:9]2[c:10]3[cH:11][c:12]4[c:13]([cH:14][c:15]3[n:16][cH:17][n:18]2)[O:19][CH2:20][CH2:21][O:22][CH2:23][CH2:24][O:25][CH2:26][CH2:27][O:28]4)[cH:5][cH:6][cH:7]1.[C:35](=[O:36])([O-:37])[O-:38].[CH3:29][Si:30]([CH3:31])([CH3:32])[C:33]#[CH:34].[Cu:123][I:124].[K+:39].[K+:40].[O:41]=[CH:42][N:43]([CH3:44])[CH3:45].[Pd:46].[c:104]1([P:105]([c:106]2[cH:107][cH:108][cH:109][cH:110][cH:111]2)[c:112]2[cH:113][cH:114][cH:115][cH:116][cH:117]2)[cH:118][cH:119][cH:120][cH:121][cH:122]1.[c:47]1([P:48]([c:49]2[cH:50][cH:51][cH:52][cH:53][cH:54]2)[c:55]2[cH:56][cH:57][cH:58][cH:59][cH:60]2)[cH:61][cH:62][cH:63][cH:64][cH:65]1.[c:66]1([P:67]([c:68]2[cH:69][cH:70][cH:71][cH:72][cH:73]2)[c:74]2[cH:75][cH:76][cH:77][cH:78][cH:79]2)[cH:80][cH:81][cH:82][cH:83][cH:84]1.[c:85]1([P:86]([c:87]2[cH:88][cH:89][cH:90][cH:91][cH:92]2)[c:93]2[cH:94][cH:95][cH:96][cH:97][cH:98]2)[cH:99][cH:100][cH:101][cH:102][cH:103]1>>[c:2]1([C:33]#[CH:34])[cH:3][c:4]([NH:8][c:9]2[c:10]3[cH:11][c:12]4[c:13]([cH:14][c:15]3[n:16][cH:17][n:18]2)[O:19][CH2:20][CH2:21][O:22][CH2:23][CH2:24][O:25][CH2:26][CH2:27][O:28]4)[cH:5][cH:6][cH:7]1. Reactants: ClC1=C(C(=CC(=C1)Cl)Cl)S(=O)(=O)N(C)COCCCO (2,4,6-Trichloro-N-(3-hydroxypropoxymethyl)-N-methylbenzenesulfonamide), C(C)(=O)OI(OC(C)=O)C1=CC=CC=C1 ([bis(acetoxy)iodo]benzene), Cl (hydrochloric acid), CCOC(=O)C (EtOAc). The solvent is C(C)#N.O (acetonitrile water). Reaction conditions: time 30 minute. Product: ClC1=C(C(=CC(=C1)Cl)Cl)S(=O)(=O)N(C)COCCC(=O)O (3-((2,4,6-Trichloro-N-methylphenylsulfonamido)methoxy)propionic Acid). Reaction SMILES: [Cl:1][C:2]1[CH:7]=[C:6]([Cl:8])[CH:5]=[C:4]([Cl:9])[C:3]=1[S:10]([N:13]([CH2:15][O:16][CH2:17][CH2:18][CH2:19][OH:20])[CH3:14])(=[O:12])=[O:11].C(OI(C1C=CC=CC=1)OC(=O)C)(=[O:23])C.Cl.CCOC(C)=O>C(#N)C.O>[Cl:1][C:2]1[CH:7]=[C:6]([Cl:8])[CH:5]=[C:4]([Cl:9])[C:3]=1[S:10]([N:13]([CH2:15][O:16][CH2:17][CH2:18][C:19]([OH:23])=[O:20])[CH3:14])(=[O:11])=[O:12] |f:4.5|. Procedure: 2,4,6-Trichloro-N-(3-hydroxypropoxymethyl)-N-methylbenzenesulfonamide (363 mg, 1 mmol), 2,2,6,6-tetramethylpiperidin-1-yloxy radical (38 mg, 0.245 mmol) and [bis(acetoxy)iodo]benzene (705 mg, 2.19 mmol) were dissolved in acetonitrile/water (1:1; 8 ml) and the solution was stirred at RT for 30 min. The reaction soln. was then cooled with ice, and 2 N hydrochloric acid (4 ml) and EtOAc (40 ml) were added. The phases were separated and the organic phase was washed with water (3×20 ml) and saturated... Reactants: CCOC(=O)c1c2n(cn1)-c3ccc(cc3C(=O)N(C2)C)Br, C1CCNCC1. Reagents/catalysts: [O-]P(=O)([O-])[O-].[K+].[K+].[K+], [Cu]I, Cc1cccc(c1NC(=O)C(=O)O)C. Solvent: CS(=O)C, CS(=O)C. Run at temperature 80 celsius, time 18 hour. Yields the product CCOC(=O)c1c2n(cn1)-c3ccc(cc3C(=O)N(C2)C)N4CCCCC4. The yield is 33.9%.